The task is: describe an organic reaction: reactants, conditions, products, and yield. This data is from the Open Reaction Database (ORD), a public repository of structured organic reaction records. Reactants: NC1=C(C=C(C=C1)S(=O)(=O)N([C@@H](CCCCNC(=O)[C@H](CC1=CC=CC2=CC=CC=C12)NC(=O)N1CCOCC1)CO)CC(C)C)Cl ((1S,5S)-Morpholine-4-carboxylic Acid (1-{5-[(4-Amino-3-chloro-benzenesulfonyl)-isobutyl-amino]-6-hydroxy-hexylcarbamoyl}-2-naphthalen-1-yl-ethyl)-amide), COC(=O)N[C@H](C(=O)O)C(C1=CC=CC=C1)C1=CC=CC=C1 ((2S)-2-methoxycarbonylamino-3,3-diphenyl-propionic acid). Procedure: The title compound was prepared from (1S)4-amino-N-(5-amino-1-hydroxymethyl-pentyl)-3-chloro-N-isobutyl-benzenesulfonamide (XII) (example 44, step B) as described in general procedure B using (2S)-2-methoxycarbonylamino-3,3-diphenyl-propionic acid (see example 34, step A). The final product was obtained in 43% yield (48 mg). The product is COC(N[C@@H](C(C1=CC=CC=C1)C1=CC=CC=C1)C(NCCCC[C@@H](CO)N(CC(C)C)S(=O)(=O)C1=CC(=C(C=C1)N)Cl)=O)=O ((1S,5S)-(1-{5-[(4-Amino-3-chloro-benzenesulfonyl)-isobutyl-amino]-6-hydroxy-hexylcarbamoyl}-2,2-diphenyl-ethyl)-carbamic Acid Methyl Ester). RXN SMILES: [NH2:1][C:2]1[CH:7]=[CH:6][C:5]([S:8]([N:11]([CH2:43][CH:44]([CH3:46])[CH3:45])[C@H:12]([CH2:41][OH:42])[CH2:13][CH2:14][CH2:15][CH2:16][NH:17]C([C@@H](NC(N2CCOCC2)=O)CC2C3C(=CC=CC=3)C=CC=2)=O)(=[O:10])=[O:9])=[CH:4][C:3]=1[Cl:47].[CH3:48][O:49][C:50]([NH:52][C@@H:53]([CH:57]([C:64]1[CH:69]=[CH:68][CH:67]=[CH:66][CH:65]=1)[C:58]1[CH:63]=[CH:62][CH:61]=[CH:60][CH:59]=1)[C:54](O)=[O:55])=[O:51]>>[CH3:48][O:49][C:50](=[O:51])[NH:52][C@H:53]([C:54](=[O:55])[NH:17][CH2:16][CH2:15][CH2:14][CH2:13][C@H:12]([N:11]([S:8]([C:5]1[CH:6]=[CH:7][C:2]([NH2:1])=[C:3]([Cl:47])[CH:4]=1)(=[O:10])=[O:9])[CH2:43][CH:44]([CH3:45])[CH3:46])[CH2:41][OH:42])[CH:57]([C:64]1[CH:65]=[CH:66][CH:67]=[CH:68][CH:69]=1)[C:58]1[CH:63]=[CH:62][CH:61]=[CH:60][CH:59]=1. The reactants are COC(=O)C=1N=CC2=CC(=CC=C2C1O)OC1=NC=CC=C1 (4-hydroxy-7-(pyridin-2-yloxy)-isoquinoline-3-carboxylic acid methyl ester), NCCC(=O)O (3-amino-propionic acid), C[O-].[Na+] (NaOMe). The product is OC1=C(N=CC2=CC(=CC=C12)OC1=NC=CC=C1)C(=O)NCCC(=O)O (3-{[4-Hydroxy-7-(pyridin-2-yloxy)-isoquinoline-3-carbonyl]amino}-propionic acid). Isolated yield 76.9%. RXN SMILES: CO[C:3]([C:5]1[N:6]=[CH:7][C:8]2[C:13]([C:14]=1[OH:15])=[CH:12][CH:11]=[C:10]([O:16][C:17]1[CH:22]=[CH:21][CH:20]=[CH:19][N:18]=1)[CH:9]=2)=[O:4].[NH2:23][CH2:24][CH2:25][C:26]([OH:28])=[O:27].C[O-].[Na+]>>[OH:15][C:14]1[C:13]2[C:8](=[CH:9][C:10]([O:16][C:17]3[CH:22]=[CH:21][CH:20]=[CH:19][N:18]=3)=[CH:11][CH:12]=2)[CH:7]=[N:6][C:5]=1[C:3]([NH:23][CH2:24][CH2:25][C:26]([OH:28])=[O:27])=[O:4] |f:2.3|. Procedure: A mixture of 4-hydroxy-7-(pyridin-2-yloxy)-isoquinoline-3-carboxylic acid methyl ester (24 mg), 3-amino-propionic acid (29 mg) and NaOMe (0.48 mL, 0.5 M solution in MeOH) was microwaved at 130° C. for 1 h; then cooled, concentrated, residue was dissolved in water, acidified with 2 M HCl; solids were collected via filtration, washed with water and air dried to give the desired product (22 mg). LC MS ESI: 354 (M+1)+. The reactants are CC1=C(OCC2=C(N)C=CC=C2)C=CC=C1 (2-(2'-methylphenoxymethyl)-aniline), C(=O)([O-])[O-].[K+].[K+] (K2CO3), CI (methyl iodide). The solvent is CN(C=O)C (dimethylformamide), O (water). Conditions: time 8 hour. Product: CNC1=C(C=CC=C1)COC1=C(C=CC=C1)C (N-Methyl-2-(2'-methylphenoxymethyl)-aniline). Isolated yield 40.0%. Reaction SMILES: [CH3:1][C:2]1[CH:16]=[CH:15][CH:14]=[CH:13][C:3]=1[O:4][CH2:5][C:6]1[CH:12]=[CH:11][CH:10]=[CH:9][C:7]=1[NH2:8].[C:17]([O-])([O-])=O.[K+].[K+].CI>CN(C)C=O.O>[CH3:17][NH:8][C:7]1[CH:9]=[CH:10][CH:11]=[CH:12][C:6]=1[CH2:5][O:4][C:3]1[CH:13]=[CH:14][CH:15]=[CH:16][C:2]=1[CH3:1] |f:1.2.3|. Procedure: A mixture of 5 g (23 mmol) of 2-(2'-methylphenoxymethyl)-aniline (Example 1b), 5 g (36 mmol) of K2CO3 and 3.4 g (24 mmol) of methyl iodide in 50 ml of dimethylformamide is stirred overnight at room temperature. The reaction mixture is diluted with water and the aqueous phase is extracted three times with methyl tert-butyl ether. The combined organic phases are extracted with water, dried over MgSO4 and evaporated down. The residue is purified chromatographically using mixtures of hexane and meth... Reactants: C(C)(=O)C=1C=NC2=CC=C(N=C2C1NC=1C=NC(=NC1)N1CC(CC1)NC(OC(C)(C)C)=O)Cl (tert-butyl 1-[5-(3-acetyl-6-chloro-1,5-naphthyridin-4-ylamino)pyrimidin-2-yl]pyrrolidin-3-ylcarbamate), ClC1=C(C(=CC(=C1)B1OC(C(O1)(C)C)(C)C)Cl)O (2,6-dichloro-4-(4,4,5,5-tetramethyl-1,3,2-dioxaborolan-2-yl)phenol). Yields the product C(C)(=O)C=1C=NC2=CC=C(N=C2C1NC=1C=NC(=NC1)N1CC(CC1)NC(OC(C)(C)C)=O)C1=CC(=C(C(=C1)Cl)O)Cl (tert-Butyl 1-{5-[3-acetyl-6-(3,5-dichloro-4-hydroxyphenyl)-1,5-naphthyridin-4-ylamino]pyrimidin-2-yl}pyrrolidin-3-ylcarbamate). Yield: 78.6%. As a reaction SMILES: [C:1]([C:4]1[CH:5]=[N:6][C:7]2[C:12]([C:13]=1[NH:14][C:15]1[CH:16]=[N:17][C:18]([N:21]3[CH2:25][CH2:24][CH:23]([NH:26][C:27](=[O:33])[O:28][C:29]([CH3:32])([CH3:31])[CH3:30])[CH2:22]3)=[N:19][CH:20]=1)=[N:11][C:10](Cl)=[CH:9][CH:8]=2)(=[O:3])[CH3:2].[Cl:35][C:36]1[CH:41]=[C:40](B2OC(C)(C)C(C)(C)O2)[CH:39]=[C:38]([Cl:51])[C:37]=1[OH:52]>>[C:1]([C:4]1[CH:5]=[N:6][C:7]2[C:12]([C:13]=1[NH:14][C:15]1[CH:20]=[N:19][C:18]([N:21]3[CH2:25][CH2:24][CH:23]([NH:26][C:27](=[O:33])[O:28][C:29]([CH3:32])([CH3:31])[CH3:30])[CH2:22]3)=[N:17][CH:16]=1)=[N:11][C:10]([C:40]1[CH:41]=[C:36]([Cl:35])[C:37]([OH:52])=[C:38]([Cl:51])[CH:39]=1)=[CH:9][CH:8]=2)(=[O:3])[CH3:2]. Procedure details: Following general procedure II, tert-butyl 1-[5-(3-acetyl-6-chloro-1,5-naphthyridin-4-ylamino)pyrimidin-2-yl]pyrrolidin-3-ylcarbamate (120 mg, 0.25 mmol) was reacted with 2,6-dichloro-4-(4,4,5,5-tetramethyl-1,3,2-dioxaborolan-2-yl)phenol (110 mg, 0.38 mmol) to afford the product (120 mg, 80%) as an orange solid: 1H NMR (500 MHz, CDCl3) δ 12.02 (s, 1H), 9.12 (s, 1H), 8.28-8.20 (m, 3H), 7.93 (d, J=8.8 Hz, 1H), 7.39 (s, 2H), 4.72 (br s, 1H), 4.36 (br s, 1H), 3.86 (br s, 1H), 3.65 (br s, 2H), 3.40 (... Starting materials: O=C(Nc1cc([N+](=O)[O-])ccn1)C1CC1, CN(C)C=O, O=C(O)C1CCc2ccc(O)cc2C1. Product: O=C(O)C1CCc2ccc(Oc3ccnc(NC(=O)C4CC4)c3)cc2C1. As a reaction SMILES: [N+:1]([O-:2])(=[O:3])[c:4]1[cH:5][c:6]([NH:10][C:11](=[O:12])[CH:13]2[CH2:14][CH2:15]2)[n:7][cH:8][cH:9]1.[O:30]=[CH:31][N:32]([CH3:33])[CH3:34].[OH:16][c:17]1[cH:18][cH:19][c:20]2[c:25]([cH:26]1)[CH2:24][CH:23]([C:27](=[O:28])[OH:29])[CH2:22][CH2:21]2>>[c:4]1([O:16][c:17]2[cH:18][cH:19][c:20]3[c:25]([cH:26]2)[CH2:24][CH:23]([C:27](=[O:28])[OH:29])[CH2:22][CH2:21]3)[cH:5][c:6]([NH:10][C:11](=[O:12])[CH:13]2[CH2:14][CH2:15]2)[n:7][cH:8][cH:9]1.